From a dataset of the Open Reaction Database (ORD), a public repository of structured organic reaction records. describe an organic reaction: reactants, conditions, products, and yield Reactants: ClC1=C(C(=NC=2N1N=C(C2)C2=CC=CC=C2)C)F (7-chloro-6-fluoro-5-methyl-2-phenylpyrazolo[1,5-a]pyrimidine). The reagents and catalysts are [Zn] (zinc). Run in CC(=O)O (AcOH). Reaction conditions: temperature 25 celsius, time 8 hour. The product is FC=1C(=NC=2N(C1)N=C(C2)C2=CC=CC=C2)C (6-fluoro-5-methyl-2-phenylpyrazolo[1,5-a]pyrimidine). The yield is 90.0%. RXN SMILES: Cl[C:2]1[N:7]2[N:8]=[C:9]([C:11]3[CH:16]=[CH:15][CH:14]=[CH:13][CH:12]=3)[CH:10]=[C:6]2[N:5]=[C:4]([CH3:17])[C:3]=1[F:18]>CC(O)=O.[Zn]>[F:18][C:3]1[C:4]([CH3:17])=[N:5][C:6]2[N:7]([N:8]=[C:9]([C:11]3[CH:16]=[CH:15][CH:14]=[CH:13][CH:12]=3)[CH:10]=2)[CH:2]=1. Reported procedure: To a solution of 7-chloro-6-fluoro-5-methyl-2-phenylpyrazolo[1,5-a]pyrimidine x136 (22.9 mmol, 1 eq, 6 g) in 150 ml of AcOH at 0° C., is added zinc dust (68 mmol, 3 eq, 4.5 g). The mixture is stirred at 25° C. overnight. After evaporation of the solvent under reduced pressure, the crude product is poured on ice and quenched with a saturated aqueous NaHCO3 solution and extracted with AcOEt. The cumulated organic layers are washed with brine, dried over MgSO4, filtered and evaporated under reduced... Reactants: CCOCC, Cl, O=C(c1ccc([N+](=O)[O-])cc1)N1CCN(c2ccccc2)CC1, O, O, Cl[Sn](Cl)(Cl)Cl. Product: Nc1ccc(C(=O)N2CCN(c3ccccc3)CC2)cc1. RXN SMILES: [CH3:32][CH2:33][O:34][CH2:35][CH3:36].[ClH:31].[N+:8]([O-:9])(=[O:10])[c:11]1[cH:12][cH:13][c:14]([C:17](=[O:18])[N:19]2[CH2:20][CH2:21][N:22]([c:25]3[cH:26][cH:27][cH:28][cH:29][cH:30]3)[CH2:23][CH2:24]2)[cH:15][cH:16]1.[OH2:1].[OH2:2].[Sn:3]([Cl:4])([Cl:5])([Cl:6])[Cl:7]>>[NH2:8][c:11]1[cH:12][cH:13][c:14]([C:17](=[O:18])[N:19]2[CH2:20][CH2:21][N:22]([c:25]3[cH:26][cH:27][cH:28][cH:29][cH:30]3)[CH2:23][CH2:24]2)[cH:15][cH:16]1. The reactants are C(C)(=O)Cl (acetyl chloride), Cl (hydrochloric acid), Cl (hydrochloric acid), ClC=1C(=C(C=CC1)O)F (3-chloro-2-fluorophenol), C(C)(=O)OC1=C(C(=CC=C1)Cl)F (3-chloro-2-fluorophenyl acetate), [Cl-].[Cl-].[Cl-].[Al+3] (aluminum trichloride), N1=CC=CC=C1 (pyridine). Run in ClCCl (dichloromethane), ClCCl (dichloromethane), ClC1=C(C=CC=C1)Cl (1,2-dichlorobenzene), ClC1=C(C=CC=C1)Cl (1,2-dichlorobenzene). Product: ClC1=C(C(=C(C=C1)C(C)=O)O)F (1-(4-chloro-3-fluoro-2-hydroxyphenyl)ethan-1-one), ClC1=C(C=CC(=C1F)O)C(C)=O (1-(2-chloro-3-fluoro-4-hydroxyphenyl)ethan-1-one). RXN SMILES: [Cl:1][C:2]1[C:3]([F:9])=[C:4]([OH:8])[CH:5]=[CH:6][CH:7]=1.N1C=CC=CC=1.[C:16](Cl)(=[O:18])[CH3:17].Cl.C([O:24][C:25]1[CH:30]=[CH:29][CH:28]=[C:27]([Cl:31])[C:26]=1[F:32])(=O)C.[Cl-].[Cl-].[Cl-].[Al+3]>ClCCl.ClC1C=CC=CC=1Cl>[Cl:1][C:2]1[CH:7]=[CH:6][C:5]([C:16](=[O:18])[CH3:17])=[C:4]([OH:8])[C:3]=1[F:9].[Cl:31][C:27]1[C:26]([F:32])=[C:25]([OH:24])[CH:30]=[CH:29][C:28]=1[C:4](=[O:8])[CH3:3] |f:5.6.7.8|. Procedure details: 10 g (68.2 mmol) of 3-chloro-2-fluorophenol in 68 ml of dichloromethane and 7.7 ml (98.5 mmol) of pyridine are admixed dropwise at 0° C. with ml 5.1 ml (71.6 mmol) of acetyl chloride. The mixture is stirred for an hour and 100 ml of 1 M hydrochloric acid are added. The mixture is extracted with dichloromethane and the extracts are washed with water. After drying over sodium sulphate and removal of the solvent in vacuo, 13 g of 3-chloro-2-fluorophenyl acetate are obtained, quantitatively. 13 g (6... The reactants are 2D, C(#N)C=1C=C(C=CC1S(=O)(=O)CC)NC(=O)OCCC1=C(C=C(C=C1)B(O)O)C (4-(2-(3-cyano-4-(ethylsulfonyl)phenylcarbamoyloxy)ethyl)-3-methylphenylboronic acid), NC=1C=C2C=CN=C(C2=CC1)N(C(=O)OC(C)(C)C)C(=O)OC(C)(C)C (6-Amino-1-(di-tert-butoxycarbonylamino)isoquinoline), O.C(C=O)(=O)O (glyoxylic acid monohydrate). The product is C(C)(C)(C)OC(=O)N(C1=NC=CC2=CC(=CC=C12)NC(C(=O)O)C1=CC(=C(C=C1)CCOC(NC1=CC(=C(C=C1)S(=O)(=O)CC)C#N)=O)C)C(=O)OC(C)(C)C (2-(1-(bis(tert-butoxycarbonyl)amino)isoquinolin-6-ylamino)-2-(4-(2-(3-cyano-4-(ethylsulfonyl)phenylcarbamoyloxy)ethyl)-3-methylphenyl)acetic acid). Isolated yield 44.0%. Reaction SMILES: [C:1]([C:3]1[CH:4]=[C:5]([NH:14][C:15]([O:17][CH2:18][CH2:19][C:20]2[CH:25]=[CH:24][C:23](B(O)O)=[CH:22][C:21]=2[CH3:29])=[O:16])[CH:6]=[CH:7][C:8]=1[S:9]([CH2:12][CH3:13])(=[O:11])=[O:10])#[N:2].[NH2:30][C:31]1[CH:32]=[C:33]2[C:38](=[CH:39][CH:40]=1)[C:37]([N:41]([C:49]([O:51][C:52]([CH3:55])([CH3:54])[CH3:53])=[O:50])[C:42]([O:44][C:45]([CH3:48])([CH3:47])[CH3:46])=[O:43])=[N:36][CH:35]=[CH:34]2.O.[C:57]([OH:61])(=[O:60])[CH:58]=O>>[C:52]([O:51][C:49]([N:41]([C:42]([O:44][C:45]([CH3:46])([CH3:47])[CH3:48])=[O:43])[C:37]1[C:38]2[C:33](=[CH:32][C:31]([NH:30][CH:58]([C:23]3[CH:24]=[CH:25][C:20]([CH2:19][CH2:18][O:17][C:15](=[O:16])[NH:14][C:5]4[CH:6]=[CH:7][C:8]([S:9]([CH2:12][CH3:13])(=[O:11])=[O:10])=[C:3]([C:1]#[N:2])[CH:4]=4)=[C:21]([CH3:29])[CH:22]=3)[C:57]([OH:61])=[O:60])=[CH:40][CH:39]=2)[CH:34]=[CH:35][N:36]=1)=[O:50])([CH3:55])([CH3:54])[CH3:53] |f:2.3|. Procedure: Using a procedure analogous to that used to prepare 2D, 31B (468 mg, 1.1 mmol) was reacted with Intermediate 1 and glyoxylic acid monohydrate to afford 31C (419 mg, 44%) as a pale yellow solid. MS (ESI) m/z 788.07 (M+H)+. The reactants are CC#N, COc1cc(C)nc(N)n1, O=C=NS(=O)(=O)c1csc2ccccc12. Product: COc1cc(C)nc(NC(=O)NS(=O)(=O)c2csc3ccccc23)n1. Reaction SMILES: [CH3:26][C:27]#[N:28].[NH2:1][c:2]1[n:3][c:4]([CH3:10])[cH:5][c:6]([O:8][CH3:9])[n:7]1.[s:11]1[cH:12][c:13]([S:20](=[O:21])(=[O:22])[N:23]=[C:24]=[O:25])[c:14]2[c:15]1[cH:16][cH:17][cH:18][cH:19]2>>[NH:1]([c:2]1[n:3][c:4]([CH3:10])[cH:5][c:6]([O:8][CH3:9])[n:7]1)[C:24]([NH:23][S:20]([c:13]1[cH:12][s:11][c:15]2[c:14]1[cH:19][cH:18][cH:17][cH:16]2)(=[O:21])=[O:22])=[O:25].